From a dataset of the Open Reaction Database (ORD), a public repository of structured organic reaction records. describe an organic reaction: reactants, conditions, products, and yield Starting materials: CC(=O)O, CON=C(C(=O)NC1C(=O)N2C(C(=O)[O-])=CCSC12)c1csc(N)n1, [Na+], O. Product: CON=C(C(=O)NC1C(=O)N2C(C(=O)O)=CCSC12)c1csc(N)n1. As a reaction SMILES: [CH3:27][C:28](=[O:29])[OH:30].[CH:2]12[S:3][CH2:4][CH:5]=[C:6]([C:24]([O-:25])=[O:26])[N:7]1[C:8](=[O:9])[CH:10]2[NH:11][C:12](=[O:13])[C:14](=[N:15][O:16][CH3:17])[c:18]1[cH:19][s:20][c:21]([NH2:22])[n:23]1.[Na+:1].[OH2:31]>>[CH:2]12[S:3][CH2:4][CH:5]=[C:6]([C:24](=[O:25])[OH:26])[N:7]1[C:8](=[O:9])[CH:10]2[NH:11][C:12](=[O:13])[C:14](=[N:15][O:16][CH3:17])[c:18]1[cH:19][s:20][c:21]([NH2:22])[n:23]1. The reactants are Brc1ccc(I)cc1, CNC1CCCCC1NC, CS(C)=O, [Cu]I, [K+], [K+], [K+], O=P([O-])([O-])[O-], c1nc[nH]n1. The product is Brc1ccc(-n2cncn2)cc1. As a reaction SMILES: [Br:14][c:15]1[cH:16][cH:17][c:18]([I:21])[cH:19][cH:20]1.[CH3:22][NH:23][CH:24]1[CH2:25][CH2:26][CH2:27][CH2:28][CH:29]1[NH:30][CH3:31].[CH3:34][S:35]([CH3:36])=[O:37].[Cu:32][I:33].[K+:11].[K+:12].[K+:13].[P:6]([O-:7])([O-:8])([O-:9])=[O:10].[nH:1]1[n:2][cH:3][n:4][cH:5]1>>[n:1]1(-[c:18]2[cH:17][cH:16][c:15]([Br:14])[cH:20][cH:19]2)[n:2][cH:3][n:4][cH:5]1. Procedure: A mixture of diethyl 2-(2′,3-dimethyl-2,4′-bipyridin-5-yl)malonate 156-4 (935 mg, 3 mmol) and NaOH (480 mg, 12 mmol) in THF (1.8 mL) and water (1.8 mL) was stirred at 65° C. for 3 hours. After cooled down to room temperature, the mixture was treated with 3N HCl aqueous solution to adjust the pH around 3, and then stirred for 15 minutes. The resulting solution was evaporated to dryness and the remaining solid was extracted with 20% methanol in ethyl acetate. The organic extraction was concentrate... Reaction SMILES: [CH3:1][C:2]1[CH:7]=[C:6]([C:8]2[C:13]([CH3:14])=[CH:12][C:11]([CH:15](C(OCC)=O)[C:16]([O:18]CC)=[O:17])=[CH:10][N:9]=2)[CH:5]=[CH:4][N:3]=1.[OH-].[Na+].Cl>C1COCC1.O>[CH3:1][C:2]1[CH:7]=[C:6]([C:8]2[C:13]([CH3:14])=[CH:12][C:11]([CH2:15][C:16]([OH:18])=[O:17])=[CH:10][N:9]=2)[CH:5]=[CH:4][N:3]=1 |f:1.2|. Starting materials: CC1=NC=CC(=C1)C1=NC=C(C=C1C)C(C(=O)OCC)C(=O)OCC (diethyl 2-(2′,3-dimethyl-2,4′-bipyridin-5-yl)malonate), [OH-].[Na+] (NaOH), Cl (HCl). Run at temperature 65 celsius, time 3 hour. Yields the product CC1=NC=CC(=C1)C1=NC=C(C=C1C)CC(=O)O (2-(2′,3-dimethyl-2,4′-bipyridin-5-yl)acetic acid). Solvent: C1CCOC1 (THF), O (water). Reactants: CN[C@@H]1CC[C@H](CC1)CCCCCOS(=O)(=O)C (trans-Methansulfonic acid 5-(4-methyl amino-cyclohexyl)-pentyl ester), C(C)NCCO (2-ethylamino-ethanol), FC(C(=O)O)(F)F (trifluoroacetic acid), ClC(=O)OC1=CC=C(C=C1)C(F)(F)F (4-trifluoromethyl-phenyl chloroformate). Yields the product FC(C1=CC=C(C=C1)OC(N(C)[C@@H]1CC[C@H](CC1)CCCCCN(CCO)CC)=O)(F)F (trans-(4-{5-[Ethyl-(2-hydroxy-ethyl)-amino]-pentyl}-cyclohexyl)-methyl-carbamic acid 4-trifluoromethyl-phenyl ester). RXN SMILES: [CH3:1][NH:2][C@H:3]1[CH2:8][CH2:7][C@H:6]([CH2:9][CH2:10][CH2:11][CH2:12][CH2:13]OS(C)(=O)=O)[CH2:5][CH2:4]1.FC(F)(F)C(O)=O.Cl[C:27]([O:29][C:30]1[CH:35]=[CH:34][C:33]([C:36]([F:39])([F:38])[F:37])=[CH:32][CH:31]=1)=[O:28].[CH2:40]([NH:42][CH2:43][CH2:44][OH:45])[CH3:41]>>[F:37][C:36]([F:39])([F:38])[C:33]1[CH:34]=[CH:35][C:30]([O:29][C:27](=[O:28])[N:2]([C@H:3]2[CH2:4][CH2:5][C@H:6]([CH2:9][CH2:10][CH2:11][CH2:12][CH2:13][N:42]([CH2:40][CH3:41])[CH2:43][CH2:44][OH:45])[CH2:7][CH2:8]2)[CH3:1])=[CH:31][CH:32]=1. Procedure: In analogy to examples 29.10 and 29.11, trans-Methansulfonic acid 5-(4-methyl amino-cyclohexyl)-pentyl ester.trifluoroacetic acid salt and 4-trifluoromethyl-phenyl chloroformate were reacted, followed by treatment with 2-ethylamino-ethanol to yield trans-(4-{5-[Ethyl-(2-hydroxy-ethyl)-amino]-pentyl}-cyclohexyl)-methyl-carbamic acid 4-trifluoromethyl-phenyl ester, MS: 459 (MH+). Solvent: C1(=CC=CC=C1)C (toluene). The product is C(C1=CC=CC=C1)N1CCN(CC1)CCN(S(=O)(=O)C1=CC(=CC=C1)C)C (N-(2-(4-Benzylpiperazin-1-yl)-ethyl)-3,N-dimethyl Benzene Sulfonamide). Procedure: A solution of D1 (22 g, 89 mmol) and N-benzylpiperazine (15.7 g, 89 mmol) was heated to reflux in toluene for 96 hours. The reaction was cooled and concentrated in vacuo. The residue was partitioned between saturated aqueous sodium bicarbonate and dichloromethane. The organic phase was dried over sodium sulfate and concentrated in vacuo and the residue was purified by chromatography on silica gel to afford the title compound. MH+ 388. Starting materials: CN(CCOS(=O)(=O)C=1C=C(C=CC1)C)S(=O)(=O)C=1C=C(C=CC1)C (Toluene-3-sulfonic Acid 2-(Methyl-(toluene-3-sulfonyl)-amino)-ethyl Ester), C(C1=CC=CC=C1)N1CCNCC1 (N-benzylpiperazine). Reaction SMILES: [CH3:1][N:2]([S:16]([C:19]1[CH:20]=[C:21]([CH3:25])[CH:22]=[CH:23][CH:24]=1)(=[O:18])=[O:17])[CH2:3][CH2:4]OS(C1C=C(C)C=CC=1)(=O)=O.[CH2:26]([N:33]1[CH2:38][CH2:37][NH:36][CH2:35][CH2:34]1)[C:27]1[CH:32]=[CH:31][CH:30]=[CH:29][CH:28]=1>C1(C)C=CC=CC=1>[CH2:26]([N:33]1[CH2:38][CH2:37][N:36]([CH2:4][CH2:3][N:2]([CH3:1])[S:16]([C:19]2[CH:24]=[CH:23][CH:22]=[C:21]([CH3:25])[CH:20]=2)(=[O:17])=[O:18])[CH2:35][CH2:34]1)[C:27]1[CH:28]=[CH:29][CH:30]=[CH:31][CH:32]=1. The reactants are O (water), C1(=CC=CC=C1)C1(COC2=C1C=CC=C2)CCNC (2-(3-phenyl-2,3-dihydrobenzofuran-3-yl)-N-methylethylamine), C1(CC1)CCl (cyclopropylmethyl chloride), C(=O)([O-])[O-].[K+].[K+] (K2CO3). Run in CN(C)C=O (DMF). Product: C(\C=C\C(=O)O)(=O)O.C1(=CC=CC=C1)C1(COC2=C1C=CC=C2)CCN(C)CC2CC2 (2-(3-Phenyl-2,3-dihydrobenzofuran-3-yl)-N-cyclopropylmethyl-N-methylethylamine fumarate). Isolated yield 33.0%. RXN SMILES: [C:1]1([C:7]2([CH2:16][CH2:17][NH:18][CH3:19])[C:11]3[CH:12]=[CH:13][CH:14]=[CH:15][C:10]=3[O:9][CH2:8]2)[CH:6]=[CH:5][CH:4]=[CH:3][CH:2]=1.[CH:20]1([CH2:23]Cl)[CH2:22][CH2:21]1.[C:25]([O-:28])([O-:27])=O.[K+].[K+].[OH2:31]>CN(C=O)C>[C:8]([OH:31])(=[O:9])/[CH:7]=[CH:16]/[C:25]([OH:28])=[O:27].[C:1]1([C:7]2([CH2:16][CH2:17][N:18]([CH2:23][CH:20]3[CH2:22][CH2:21]3)[CH3:19])[C:11]3[CH:12]=[CH:13][CH:14]=[CH:15][C:10]=3[O:9][CH2:8]2)[CH:2]=[CH:3][CH:4]=[CH:5][CH:6]=1 |f:2.3.4,7.8|. Reported procedure: A mixture of 4.0 g (15.8 mmole) of 2-(3-phenyl-2,3-dihydrobenzofuran-3-yl)-N-methylethylamine, 1.54 g (17.1 mmole) cyclopropylmethyl chloride, 6.9 g (50.0 mmole) K2CO3 and 0.2 g KI in 40 ml DMF was warmed to 65° and maintained there for 4 hours. After cooling, the reaction mixture was poured into 400 ml water and extracted with Et2O (3×200 ml). The combined organics were washed with saturated NaCl solution and dried over Na2SO4. After filtration, the solution was stirred with several grams of si...